From a dataset of the Open Reaction Database (ORD), a public repository of structured organic reaction records. describe an organic reaction: reactants, conditions, products, and yield Reactants: Cl (hydrochloric acid), COC=1C=C2C(CC(C2=CC1OC)=O)C (5,6-dimethoxy-3-methylindan-1-one), Cl (hydrochloric acid). Reagents/catalysts: [Zn] (zinc). Run in C1(=CC=CC=C1)C (toluene), O (water), O (water). Reaction conditions: time 30 minute. Yields the product COC=1C=C2CCC(C2=CC1OC)C (5,6-dimethoxy-1-methylindane). The yield is 75.0%. As a reaction SMILES: Cl.[CH3:2][O:3][C:4]1[CH:5]=[C:6]2[C:10](=[CH:11][C:12]=1[O:13][CH3:14])[C:9](=O)[CH2:8][CH:7]2[CH3:16]>O.C1(C)C=CC=CC=1.[Zn]>[CH3:14][O:13][C:12]1[CH:11]=[C:10]2[C:6](=[CH:5][C:4]=1[O:3][CH3:2])[CH:7]([CH3:16])[CH2:8][CH2:9]2. Procedure: To a suspension of 53.3 g (815 mmol) of zinc dust in 74 ml of water were added 4 ml of concentrated hydrochloric acid. The supernatant was decanted off after stirring for 30 min, and to the residue were added, with ice cooling, 42 ml of water and then, dropwise, 55 ml of concentrated hydrochloric acid. 28.0 g (136 mmol) of 5,6-dimethoxy-3-methylindan-1-one dissolved in 53 ml of toluene were added and the mixture was refluxed for 3 days (d), in the course of which, after 48 h, a further 55 ml of ... The reactants are CCOC(=O)C=C(c1cccc(OCc2ccccc2)c1)n1ccc2cc(OCCc3ccc4c(n3)N(C(=O)OC(C)(C)C)CCC4)ccc21, CN(C)P(=O)(N(C)C)N(C)C, CO, CCO, [Cl-], [I-], [I-], [NH4+], [Sm+2]. Product: CCOC(=O)CC(c1cccc(OCc2ccccc2)c1)n1ccc2cc(OCCc3ccc4c(n3)N(C(=O)OC(C)(C)C)CCC4)ccc21. RXN SMILES: [C:4]([CH3:5])([CH3:6])([CH3:7])[O:8][C:9](=[O:10])[N:11]1[CH2:12][CH2:13][CH2:14][c:15]2[cH:16][cH:17][c:18]([CH2:21][CH2:22][O:23][c:24]3[cH:25][c:26]4[cH:27][cH:28][n:29]([C:33](=[CH:34][C:35](=[O:36])[O:37][CH2:38][CH3:39])[c:40]5[cH:41][c:42]([O:46][CH2:47][c:48]6[cH:49][cH:50][cH:51][cH:52][cH:53]6)[cH:43][cH:44][cH:45]5)[c:30]4[cH:31][cH:32]3)[n:19][c:20]21.[CH3:54][N:55]([P:56]([N:57]([CH3:58])[CH3:59])([N:60]([CH3:61])[CH3:62])=[O:63])[CH3:64].[CH3:65][OH:66].[CH3:69][CH2:70][OH:71].[Cl-:67].[I-:1].[I-:3].[NH4+:68].[Sm+2:2]>>[C:4]([CH3:5])([CH3:6])([CH3:7])[O:8][C:9](=[O:10])[N:11]1[CH2:12][CH2:13][CH2:14][c:15]2[cH:16][cH:17][c:18]([CH2:21][CH2:22][O:23][c:24]3[cH:25][c:26]4[cH:27][cH:28][n:29]([CH:33]([CH2:34][C:35](=[O:36])[O:37][CH2:38][CH3:39])[c:40]5[cH:41][c:42]([O:46][CH2:47][c:48]6[cH:49][cH:50][cH:51][cH:52][cH:53]6)[cH:43][cH:44][cH:45]5)[c:30]4[cH:31][cH:32]3)[n:19][c:20]21. Reactants: COC(=O)CC(=O)c1ccccc1Oc1cccc(C)c1, COS(=O)(=O)OC, CN(C)P(=O)(N(C)C)N(C)C, [H-], N, [Na+], O. Product: COC(=O)C=C(OC)c1ccccc1Oc1cccc(C)c1. Reaction SMILES: [CH3:1][c:2]1[cH:3][c:4]([O:5][c:6]2[c:7]([C:8](=[O:9])[CH2:10][C:11](=[O:12])[O:13][CH3:14])[cH:15][cH:16][cH:17][cH:18]2)[cH:19][cH:20][cH:21]1.[CH3:24][O:25][S:26]([O:27][CH3:28])(=[O:29])=[O:30].[CH3:32][N:33]([CH3:34])[P:35](=[O:36])([N:37]([CH3:38])[CH3:39])[N:40]([CH3:41])[CH3:42].[H-:22].[NH3:31].[Na+:23].[OH2:43]>>[CH3:1][c:2]1[cH:3][c:4]([O:5][c:6]2[c:7]([C:8]([O:9][CH3:24])=[CH:10][C:11](=[O:12])[O:13][CH3:14])[cH:15][cH:16][cH:17][cH:18]2)[cH:19][cH:20][cH:21]1. Reactants: BrC1=CC2=C(C(=NO2)C2=C(\C=N\C(C3=CC=C(C=C3)F)C3=CC=C(C=C3)F)C=CC=C2)C=C1 ((E)-N-(2-(6-bromobenzo[d]isoxazol-3-yl)benzylidene)-1,1-bis(4-fluorophenyl)methanamine), BrC1=CC2=C(C(=NO2)C2=C(\C=N\C(C3=CC=C(C=C3)F)C3=CC=C(C=C3)F)C=CC=C2)C=C1 ((E)-N-(2-(6-bromobenzo[d]isoxazol-3-yl)benzylidene)-1,1-bis(4-fluorophenyl)methanamine), ICC1CC1 ((iodomethyl)cyclopropane), solution, CC(C)([O-])C.[K+] (potassium tert-butoxide), Cl (HCl). The solvent is O1CCCC1 (tetrahydrofuran), O1CCCC1 (tetrahydrofuran), CC(=O)C (acetone). The product is BrC1=CC2=C(C(=NO2)C2=C(C=CC=C2)C(CC2CC2)N)C=C1 (1-(2-(6-bromobenzo[d]isoxazol-3-yl)phenyl)-2-cyclopropylethanamine). The yield is 41.0%. Reaction SMILES: [Br:1][C:2]1[CH:33]=[CH:32][C:5]2[C:6]([C:9]3[CH:31]=[CH:30][CH:29]=[CH:28][C:10]=3/[CH:11]=[N:12]/C(C3C=CC(F)=CC=3)C3C=CC(F)=CC=3)=[N:7][O:8][C:4]=2[CH:3]=1.CC(C)([O-])C.[K+].I[CH2:41][CH:42]1[CH2:44][CH2:43]1.Cl>O1CCCC1.CC(C)=O>[Br:1][C:2]1[CH:33]=[CH:32][C:5]2[C:6]([C:9]3[CH:31]=[CH:30][CH:29]=[CH:28][C:10]=3[CH:11]([NH2:12])[CH2:41][CH:42]3[CH2:44][CH2:43]3)=[N:7][O:8][C:4]=2[CH:3]=1 |f:1.2|. Reported procedure: A solution of (E)-N-(2-(6-bromobenzo[d]isoxazol-3-yl)benzylidene)-1,1-bis(4-fluorophenyl)methanamine (Compound 8) (1.34 g) in dry tetrahydrofuran (15 mL) under nitrogen was cooled to −78° C. with stirring and a 1M solution of potassium tert-butoxide in tetrahydrofuran (3.2 mL) added dropwise. Solution turned dark purple. After 20 min (iodomethyl)cyclopropane (1.45 g) was added in one portion and solution slowly warmed to room temperature, stirred at this temperature for 1.5 h then quenched by th... The reactants are CCCCCC (hexane), C(CC(=O)C)(=O)[O-] (acetoacetate), N\C(=C/C(=O)OCCC#N)\C (2-cyanoethyl 3-aminocrotonate), [N+](=O)([O-])C=1C=C(C=O)C=CC1 (3-nitrobenzaldehyde). Solvent: CC(=O)C (acetone), C(C)O (ethanol). The product is C(#N)CCOC(=O)C1=C(NC(=C(C1C1=CC(=CC=C1)[N+](=O)[O-])C(=O)O)C)C (2,6-dimethyl-4-(3-nitrophenyl)-1,4-dihydropyridine-3,5-dicarboxylic acid 3-(2-cyanoethyl) ester). Isolated yield 78.2%. As a reaction SMILES: [C:1]([O-:7])(=[O:6])[CH2:2][C:3]([CH3:5])=O.[NH2:8]/[C:9](/[CH3:18])=[CH:10]\[C:11]([O:13][CH2:14][CH2:15][C:16]#[N:17])=[O:12].[N+:19]([C:22]1[CH:23]=[C:24]([CH:27]=[CH:28][CH:29]=1)[CH:25]=O)([O-:21])=[O:20].CCCCCC>C(O)C.CC(C)=O>[C:16]([CH2:15][CH2:14][O:13][C:11]([C:10]1[CH:25]([C:24]2[CH:27]=[CH:28][CH:29]=[C:22]([N+:19]([O-:21])=[O:20])[CH:23]=2)[C:2]([C:1]([OH:7])=[O:6])=[C:3]([CH3:5])[NH:8][C:9]=1[CH3:18])=[O:12])#[N:17]. Reported procedure: 9.7 g of 2-nitratoethyl acetoacetate, 7.7 g of 2-cyanoethyl 3-aminocrotonate and 7.6 g of 3-nitrobenzaldehyde in 76 ml of ethanol were heated at reflux for 7 hours. The mixture was treated in a manner similar to that of Referential Example 1, and the crystals thus obtained were applied to a silica gel column chromatography [eluent: a mixture of hexane and acetone (5:3)] and recrystallized from isopropyl alcohol to give 14.5 g of 2,6-dimethyl-4-(3-nitrophenyl)-1,4-dihydropyridine-3,5-dicarboxylic... The reactants are Brc1cccc2ccccc12, C1CCOC1, [Mg]. Product: [Br-], [Mg+]c1cccc2ccccc12. RXN SMILES: [Br:1][c:2]1[cH:3][cH:4][cH:5][c:6]2[cH:7][cH:8][cH:9][cH:10][c:11]12.[CH2:13]1[O:14][CH2:15][CH2:16][CH2:17]1.[Mg:12]>>[Br-:1].[c:2]1([Mg+:12])[cH:3][cH:4][cH:5][c:6]2[cH:7][cH:8][cH:9][cH:10][c:11]12. The reactants are CC1=CC=C(C=C1)C=1C=CC2=C(C=C(CCS2)C(=O)NC2=C(C=C(C=C2)O)C)C1 (7-(4-methylphenyl)-N-(4-hydroxy-methylphenyl)-2,3-dihydro-1-benzothiepine-4-carboxamide), N1CCCCC1 (piperidine), CN(C)C1=NC=CC=C1 (dimethylaminopyridine), CS(=O)(=O)Cl (methane-sulfonylchloride). Solvent: O1CCCC1 (tetrahydrofuran), C(C)N(CC)CC (triethylamine). Conditions: time 10 minute. The product is CC1=CC=C(C=C1)C=1C=CC2=C(C=C(CCS2)C(=O)NC2=CC=C(C=C2)CN2CCCCC2)C1 (7-(4-methylphenyl)-N-(4-piperidinomethylphenyl)-2,3-dihydro-1-benzothiepine-4-carboxamide). Reaction SMILES: [CH3:1][C:2]1[CH:7]=[CH:6][C:5]([C:8]2[CH:9]=[CH:10][C:11]3[S:17][CH2:16][CH2:15][C:14]([C:18]([NH:20][C:21]4[CH:26]=[CH:25][C:24](O)=[CH:23][C:22]=4C)=[O:19])=[CH:13][C:12]=3[CH:29]=2)=[CH:4][CH:3]=1.CN([C:33]1[CH:38]=[CH:37][CH:36]=[CH:35][N:34]=1)C.[CH3:39]S(Cl)(=O)=O.N1CCCCC1>O1CCCC1.C(N(CC)CC)C>[CH3:1][C:2]1[CH:3]=[CH:4][C:5]([C:8]2[CH:9]=[CH:10][C:11]3[S:17][CH2:16][CH2:15][C:14]([C:18]([NH:20][C:21]4[CH:22]=[CH:23][C:24]([CH2:39][N:34]5[CH2:35][CH2:36][CH2:37][CH2:38][CH2:33]5)=[CH:25][CH:26]=4)=[O:19])=[CH:13][C:12]=3[CH:29]=2)=[CH:6][CH:7]=1. Procedure details: To a solution of 7-(4-methylphenyl)-N-(4-hydroxy-methylphenyl)-2,3-dihydro-1-benzothiepine-4-carboxamide (0.2g), triethylamine (0.21ml) and dimethylaminopyridine (catalytic amount) in tetrahydrofuran (10ml) was dropwise added methane-sulfonylchloride (0.06ml) under ice-cooling, and the mixture was stirred for 10 minutes. To the mixture was added piperidine (0.15ml), and the mixture was stirred at room temperature for 2 hours. The solvent was evaporated, and to the residue was added water. The mi... The reactants are C(C)SC(C(C(=O)OCC1=CC=C(C=C1)[N+](=O)[O-])=O)CC(=O)[O-] (1-(4-nitrobenzyl) 3-ethylthio-2-oxoglutarate), S(=O)(Cl)Cl (thionyl chloride). The solvent is ClCCCl (1,2-dichloroethane). Product: ClC1(OC(CC1SCC)=O)C(=O)OCC1=CC=C(C=C1)[N+](=O)[O-] (4-nitrobenzyl 2-chloro-3-ethylthio-5-oxo-2-tetrahydrofurancarboxylate). As a reaction SMILES: [CH2:1]([S:3][CH:4]([CH2:20][C:21]([O-:23])=[O:22])[C:5](=O)[C:6]([O:8][CH2:9][C:10]1[CH:15]=[CH:14][C:13]([N+:16]([O-:18])=[O:17])=[CH:12][CH:11]=1)=[O:7])[CH3:2].S(Cl)([Cl:26])=O>ClCCCl>[Cl:26][C:5]1([C:6]([O:8][CH2:9][C:10]2[CH:11]=[CH:12][C:13]([N+:16]([O-:18])=[O:17])=[CH:14][CH:15]=2)=[O:7])[CH:4]([S:3][CH2:1][CH3:2])[CH2:20][C:21](=[O:22])[O:23]1. Procedure details: In 4 ml of 1,2-dichloroethane was dissolved 170 mg of the Compound (39) obtained in Example 39. To the solution was added 0.30 ml of thionyl chloride. The mixture was heated for 3.5 hours under reflux. The solvent was evaporated off, and the residue was subjected to a column chromatography using Florisil (Floridin Inc. U.S.A.), followed by elution with hexane and hexane-ethyl acetate (3:1) to give 79 mg of the subject Compound (40) as colorless oil.